Dataset: the Open Reaction Database (ORD), a public repository of structured organic reaction records. Task: describe an organic reaction: reactants, conditions, products, and yield Reactants: solution, [H-].[H-].[H-].[H-].[Li+].[Al+3] (LiAlH4), solution, [H-].[H-].[H-].[H-].[Li+].[Al+3] (LiAlH4), solution, solution, C(C)(C)(C)OC(=O)N1C[C@H](NCC1)C(=O)O ((S)-piperazine-1,3-dicarboxylic acid 1-tert-butyl ester). Run in C1CCOC1 (THF), C1CCOC1 (THF), C1CCOC1 (THF), C1CCOC1 (THF). Conditions: temperature 90 celsius. Yields the product CN1C[C@H](NCC1)CO ((S)-(4-methyl-piperazin-2-yl)-methanol). Yield: 100.5%. Reaction SMILES: C(O[C:6]([N:8]1[CH2:13][CH2:12][NH:11][C@H:10]([C:14](O)=[O:15])[CH2:9]1)=O)(C)(C)C.[H-].[H-].[H-].[H-].[Li+].[Al+3]>C1COCC1>[CH3:6][N:8]1[CH2:13][CH2:12][NH:11][C@H:10]([CH2:14][OH:15])[CH2:9]1 |f:1.2.3.4.5.6|. Reported procedure: To a stirred suspension of (S)-piperazine-1,3-dicarboxylic acid 1-tert-butyl ester (5.00 g, 21.7 mmol) in THF (40 mL) was slowly added 1.0 M borane-THF complex solution (32.6 mL, 32.6 mmol). The reaction was heated to 90° C. and stirred under reflux for 2 hours. The reaction mixture was removed from the heat before a further 1.5 equivalents of 1.0 M borane·THF complex solution (32.6 mL, 32.6 mmol) was added. The reaction was re-heated to 90° C. and stirred under reflux for a further 2 hours. The... The reactants are ClC1=NC(=NC=C1C1=CC=CC=C1)N1CCC(CC1)C1=CC=C(C=C1)[C@H](C)NC(C)=O ((S)—N-(1-{4-[1-(4-chloro-5-phenyl-pyrimidin-2-yl)-piperidin-4-yl]-phenyl}-ethyl)-acetamide), CB1OB(OB(O1)C)C (trimethylboroxine), C(=O)(O)[O-].[Na+] (NaHCO3), CB1OB(OB(O1)C)C (trimethylboroxine). The reagents and catalysts are C1=CC=C(C=C1)P(C2=CC=CC=C2)C3=CC=CC=C3.C1=CC=C(C=C1)P(C2=CC=CC=C2)C3=CC=CC=C3.Cl[Pd]Cl (bis(triphenylphosphin)palladium(II)chloride), C1=CC=C(C=C1)P(C2=CC=CC=C2)C3=CC=CC=C3.C1=CC=C(C=C1)P(C2=CC=CC=C2)C3=CC=CC=C3.Cl[Pd]Cl (bis(triphenylphosphin)-palladium(11)chloride). Solvent: CO (MeOH), O1CCOCC1 (dioxane), CN(C)C=O (DMF). Conditions: temperature 80 celsius, time 3 hour. The product is CC1=NC(=NC=C1C1=CC=CC=C1)N1CCC(CC1)C1=CC=C(C=C1)[C@H](C)NC(C)=O ((S)—N-(1-{4-[1-(4-Methyl-5-phenyl-pyrimidin-2-yl)-piperidin-4-yl]-phenyl}-ethyl)-acetamide). RXN SMILES: Cl[C:2]1[C:7]([C:8]2[CH:13]=[CH:12][CH:11]=[CH:10][CH:9]=2)=[CH:6][N:5]=[C:4]([N:14]2[CH2:19][CH2:18][CH:17]([C:20]3[CH:25]=[CH:24][C:23]([C@@H:26]([NH:28][C:29](=[O:31])[CH3:30])[CH3:27])=[CH:22][CH:21]=3)[CH2:16][CH2:15]2)[N:3]=1.[CH3:32]B1OB(C)OB(C)O1.C([O-])(O)=O.[Na+]>CO.O1CCOCC1.CN(C=O)C.C1C=CC(P(C2C=CC=CC=2)C2C=CC=CC=2)=CC=1.C1C=CC(P(C2C=CC=CC=2)C2C=CC=CC=2)=CC=1.Cl[Pd]Cl>[CH3:32][C:2]1[C:7]([C:8]2[CH:13]=[CH:12][CH:11]=[CH:10][CH:9]=2)=[CH:6][N:5]=[C:4]([N:14]2[CH2:19][CH2:18][CH:17]([C:20]3[CH:25]=[CH:24][C:23]([C@@H:26]([NH:28][C:29](=[O:31])[CH3:30])[CH3:27])=[CH:22][CH:21]=3)[CH2:16][CH2:15]2)[N:3]=1 |f:2.3,7.8.9|. Procedure details: To 43.5 mg (0.10 mmol) (S)—N-(1-{4-[1-(4-chloro-5-phenyl-pyrimidin-2-yl)-piperidin-4-yl]-phenyl}-ethyl)-acetamide (5.50 mmol) in 1 mL MeOH and 2 mL dioxane is added under an argon atmosphere 0.042 mL (0.30 mmol) trimethylboroxine, 0.1 mL NaHCO3 solution (2 mmol/mL) and 2.9 mg (0.0042 mmol) bis(triphenylphosphin)palladium(II)chloride and the mixture is stirred for 3 h at 80° C. After that time, another 100 μL (0.7 mmol) trimethylboroxine and 2.9 mg (0.0042 mmol) bis(triphenylphosphin)-palladium(1... Starting materials: Cc1oc(-c2ccc(Br)cc2)nc1CCN1CCCC1C, NC(=O)c1ccc(B(O)O)cc1. Yields the product Cc1oc(-c2ccc(-c3ccc(C(N)=O)cc3)cc2)nc1CCN1CCCC1C. As a reaction SMILES: [Br:13][c:14]1[cH:15][cH:16][c:17](-[c:20]2[o:21][c:22]([CH3:33])[c:23]([CH2:25][CH2:26][N:27]3[CH:28]([CH3:32])[CH2:29][CH2:30][CH2:31]3)[n:24]2)[cH:18][cH:19]1.[NH2:1][C:2](=[O:3])[c:4]1[cH:5][cH:6][c:7]([B:10]([OH:11])[OH:12])[cH:8][cH:9]1>>[NH2:1][C:2](=[O:3])[c:4]1[cH:5][cH:6][c:7](-[c:14]2[cH:15][cH:16][c:17](-[c:20]3[o:21][c:22]([CH3:33])[c:23]([CH2:25][CH2:26][N:27]4[CH:28]([CH3:32])[CH2:29][CH2:30][CH2:31]4)[n:24]3)[cH:18][cH:19]2)[cH:8][cH:9]1. Reactants: CI, O=c1[nH]cc(Cl)c(=S)[nH]1, [H-], [Na+]. Product: CSc1nc(=O)[nH]cc1Cl. RXN SMILES: [CH3:10][I:11].[Cl:1][c:2]1[c:3](=[S:9])[nH:4][c:5](=[O:8])[nH:6][cH:7]1.[H-:12].[Na+:13]>>[Cl:1][c:2]1[c:3]([S:9][CH3:10])[n:4][c:5](=[O:8])[nH:6][cH:7]1. Starting materials: OC1=C(C(=NC=N1)C(=O)OCC)C (ethyl 6-hydroxy-5-methylpyrimidine-4-carboxylate), [Cl-].[NH4+] (ammonium chloride), [Na+].ClC(C(=O)[O-])(F)F (chlorodifluoroacetic acid sodium salt), C([O-])([O-])=O.[Na+].[Na+] (sodium carbonate). Run in CN(C)C=O (DMF), C(C)#N (acetonitrile). Conditions: temperature 90 celsius. The product is FC(OC1=C(C(=NC=N1)C(=O)OCC)C)F (ethyl 6-(difluoromethoxy)-5-methylpyrimidine-4-carboxylate). As a reaction SMILES: [OH:1][C:2]1[N:7]=[CH:6][N:5]=[C:4]([C:8]([O:10][CH2:11][CH3:12])=[O:9])[C:3]=1[CH3:13].[Na+].Cl[C:16]([F:21])([F:20])C([O-])=O.C(=O)([O-])[O-].[Na+].[Na+].[Cl-].[NH4+]>CN(C=O)C.C(#N)C>[F:20][CH:16]([F:21])[O:1][C:2]1[N:7]=[CH:6][N:5]=[C:4]([C:8]([O:10][CH2:11][CH3:12])=[O:9])[C:3]=1[CH3:13] |f:1.2,3.4.5,6.7|. Reported procedure: In a round bottom flask (5 litre) was taken Ethyl 6-hydroxy-5-methylpyrimidine-4-carboxylate 40 (85 g, 466 mmol), chlorodifluoroacetic acid sodium salt (106.7 g, 699 mmol), sodium carbonate (98.9 g, 933 mmol), acetonitrile (1500 ml) and DMF (425 ml). The reaction mixture was heated to 90° C. for 16 h. The Progress of the reaction was monitored by LCMS. The reaction mixture was cooled to room temperature and then neutralized with saturated ammonium chloride. The solvent was removed under vacuum a...